From a dataset of the Open Reaction Database (ORD), a public repository of structured organic reaction records. describe an organic reaction: reactants, conditions, products, and yield Reactants: ClCCl, CS(=O)(=O)Cl, NCCC1(c2ccccc2)CCN(c2cccc(-c3ccc(F)cc3F)c2)C(=O)O1. The product is CS(=O)(=O)NCCC1(c2ccccc2)CCN(c2cccc(-c3ccc(F)cc3F)c2)C(=O)O1. RXN SMILES: [CH2:36]([Cl:37])[Cl:38].[CH3:1][S:2]([Cl:3])(=[O:4])=[O:5].[NH2:6][CH2:7][CH2:8][C:9]1([c:30]2[cH:31][cH:32][cH:33][cH:34][cH:35]2)[CH2:10][CH2:11][N:12]([c:16]2[cH:17][c:18](-[c:22]3[c:23]([F:29])[cH:24][c:25]([F:28])[cH:26][cH:27]3)[cH:19][cH:20][cH:21]2)[C:13](=[O:15])[O:14]1>>[CH3:1][S:2](=[O:4])(=[O:5])[NH:6][CH2:7][CH2:8][C:9]1([c:30]2[cH:31][cH:32][cH:33][cH:34][cH:35]2)[CH2:10][CH2:11][N:12]([c:16]2[cH:17][c:18](-[c:22]3[c:23]([F:29])[cH:24][c:25]([F:28])[cH:26][cH:27]3)[cH:19][cH:20][cH:21]2)[C:13](=[O:15])[O:14]1. Reactants: BrCc1ccccn1, Br, Cc1nc(-n2ccc(O)cc2=O)sc1C(=O)NCc1ccccc1. Product: Cc1nc(-n2ccc(OCc3ccccn3)cc2=O)sc1C(=O)NCc1ccccc1. As a reaction SMILES: [Br:2][CH2:3][c:4]1[n:5][cH:6][cH:7][cH:8][cH:9]1.[BrH:1].[CH2:10]([c:11]1[cH:12][cH:13][cH:14][cH:15][cH:16]1)[NH:17][C:18](=[O:19])[c:20]1[c:21]([CH3:33])[n:22][c:23](-[n:25]2[c:26](=[O:32])[cH:27][c:28]([OH:31])[cH:29][cH:30]2)[s:24]1>>[CH2:3]([c:4]1[n:5][cH:6][cH:7][cH:8][cH:9]1)[O:31][c:28]1[cH:27][c:26](=[O:32])[n:25](-[c:23]2[n:22][c:21]([CH3:33])[c:20]([C:18]([NH:17][CH2:10][c:11]3[cH:12][cH:13][cH:14][cH:15][cH:16]3)=[O:19])[s:24]2)[cH:30][cH:29]1. Reactants: CC1CCCC(C)N1, Nc1ccccc1CC(Cl)C(=O)O, Cl, [Na+], [OH-]. Yields the product O=C(O)C1Cc2ccccc2N1. Reaction SMILES: [CH3:14][CH:15]1[CH2:16][CH2:17][CH2:18][CH:19]([CH3:20])[NH:21]1.[Cl:1][CH:2]([C:3](=[O:4])[OH:5])[CH2:6][c:7]1[c:8]([NH2:13])[cH:9][cH:10][cH:11][cH:12]1.[ClH:24].[Na+:23].[OH-:22]>>[CH:2]1([C:3](=[O:4])[OH:5])[CH2:6][c:7]2[c:8]([cH:9][cH:10][cH:11][cH:12]2)[NH:13]1. The reactants are C1(CCCC1)COC=1C(=NC=C(C1)OC1=CC=CC=C1)[N+](=O)[O-] (3-Cyclopentylmethoxy-2-nitro-5-phenoxy-pyridine), O (water). Reagents/catalysts: [Zn] (zinc). Run in C(C)(=O)O (acetic acid). Conditions: temperature 100 celsius. Product: C1(CCCC1)COC=1C(=NC=C(C1)OC1=CC=CC=C1)N (3-Cyclopentylmethoxy-5-phenoxy-pyridine-2-ylamine). The yield is 80.0%. As a reaction SMILES: [CH:1]1([CH2:6][O:7][C:8]2[C:9]([N+:21]([O-])=O)=[N:10][CH:11]=[C:12]([O:14][C:15]3[CH:20]=[CH:19][CH:18]=[CH:17][CH:16]=3)[CH:13]=2)[CH2:5][CH2:4][CH2:3][CH2:2]1.O>C(O)(=O)C.[Zn]>[CH:1]1([CH2:6][O:7][C:8]2[C:9]([NH2:21])=[N:10][CH:11]=[C:12]([O:14][C:15]3[CH:20]=[CH:19][CH:18]=[CH:17][CH:16]=3)[CH:13]=2)[CH2:2][CH2:3][CH2:4][CH2:5]1. Procedure details: 3-Cyclopentylmethoxy-2-nitro-5-phenoxy-pyridine (1.2 mmol) is dissolved in acetic acid (4 ml). After addition of water (4 ml), zinc powder (6 eq.) is added and the reaction suspension is heated to 100° C. for 90 minutes. The reaction suspension is cooled to room temperature and filtrated. The filtrate is pored into 3.5% NaOH (30 ml) and extracted with dichloromethane. The combined organic layers are extracted with brine, dried over MgSO4 and the solvent is removed in vacuo. 3-Cyclopentylmethoxy-... Starting materials: N(=[N+]=[N-])CC(C)N(C1=C(SC(=C1)C1=CC=CC=C1)C(=O)O)C(=O)C1CCC(CC1)C (3-[(2-Azido-1-methyl-ethyl)-(4-methyl-cyclohexanecarbonyl)-amino]-5-phenyl-thiophene-2-carboxylic acid). The reagents and catalysts are [Pd] (Pd/C). The solvent is CCO (EtOH). Run at time 1.5 hour. Yields the product NCC(C)N(C1=C(SC(=C1)C1=CC=CC=C1)C(=O)O)C(=O)C1CCC(CC1)C (3-[(2-Amino-1-methyl-ethyl)-(4-methyl-cyclohexanecarbonyl)-amino]-5-phenyl-thiophene-2-carboxylic acid). RXN SMILES: [N:1]([CH2:4][CH:5]([N:7]([C:22]([CH:24]1[CH2:29][CH2:28][CH:27]([CH3:30])[CH2:26][CH2:25]1)=[O:23])[C:8]1[CH:12]=[C:11]([C:13]2[CH:18]=[CH:17][CH:16]=[CH:15][CH:14]=2)[S:10][C:9]=1[C:19]([OH:21])=[O:20])[CH3:6])=[N+]=[N-]>CCO.[Pd]>[NH2:1][CH2:4][CH:5]([N:7]([C:22]([CH:24]1[CH2:25][CH2:26][CH:27]([CH3:30])[CH2:28][CH2:29]1)=[O:23])[C:8]1[CH:12]=[C:11]([C:13]2[CH:18]=[CH:17][CH:16]=[CH:15][CH:14]=2)[S:10][C:9]=1[C:19]([OH:21])=[O:20])[CH3:6]. Procedure: A solution of 3-[(2-Azido-1-methyl-ethyl)-(4-methyl-cyclohexanecarbonyl)-amino]-5-phenyl-thiophene-2-carboxylic acid (8 mg, 0.19 mmol) in EtOH (0.2 ml) at 21°, was treated with 10% Pd/C (4 mg, 50% w/w) and stirred under an atmosphere of H2 for 1.5 h. The reaction mixture was filtered through a pad of celite with hot EtOAc and the combined filtrate and washings dried and evaporated to a glass to provide 3-[(2-Amino-1-methyl-ethyl)-(4-methyl-cyclohexanecarbonyl)-amino]-5-phenyl-thiophene-2-carboxy... Starting materials: FC(C=1C=C(C=CC1)NC(=O)N1C2=C(CCCC1)C=C(C=C2)OC2=NC=NC(=C2)Cl)(F)F (7-(6-chloro-pyrimidin-4-yloxy)-2,3,4,5-tetrahydro-benzo[b]azepine-1-carboxylic acid (3-trifluoromethyl-phenyl)-amide), [N-]=[N+]=[N-].[Na+] (NaN3). The solvent is CN(C)C=O (DMF), CCOC(=O)C (EtOAc), O (water). Yields the product FC(C=1C=C(C=CC1)NC(=O)N1C2=C(CCCC1)C=C(C=C2)OC2=NC=NC(=C2)N=[N+]=[N-])(F)F (7-(6-Azido-pyrimidin-4-yloxy)-2,3,4,5-tetrahydro-benzo[b]azepine-1-carboxylic acid (3-trifluoromethyl-phenyl)-amide). RXN SMILES: [F:1][C:2]([F:32])([F:31])[C:3]1[CH:4]=[C:5]([NH:9][C:10]([N:12]2[CH2:18][CH2:17][CH2:16][CH2:15][C:14]3[CH:19]=[C:20]([O:23][C:24]4[CH:29]=[C:28](Cl)[N:27]=[CH:26][N:25]=4)[CH:21]=[CH:22][C:13]2=3)=[O:11])[CH:6]=[CH:7][CH:8]=1.[N-:33]=[N+:34]=[N-:35].[Na+]>CN(C=O)C.CCOC(C)=O.O>[F:1][C:2]([F:32])([F:31])[C:3]1[CH:4]=[C:5]([NH:9][C:10]([N:12]2[CH2:18][CH2:17][CH2:16][CH2:15][C:14]3[CH:19]=[C:20]([O:23][C:24]4[CH:29]=[C:28]([N:33]=[N+:34]=[N-:35])[N:27]=[CH:26][N:25]=4)[CH:21]=[CH:22][C:13]2=3)=[O:11])[CH:6]=[CH:7][CH:8]=1 |f:1.2|. Procedure details: A solution of 300 mg (0.65 mMol) of 7-(6-chloro-pyrimidin-4-yloxy)-2,3,4,5-tetrahydro-benzo[b]azepine-1-carboxylic acid (3-trifluoromethyl-phenyl)-amide and 84 mg (1.3 mMol) NaN3 in 3.8 ml DMF is stirred at 60° C. for 90 min. Then the solution is diluted with EtOAc and water, the aqueous layer separated off and extracted twice with EtOAc. The organic phases are washed with water and brine, dried (Na2SO4) and concentrated, yielding the title compound: MS: [M+1]+=470; HPLC: AtRet=16.9. Starting materials: B(OC)(OC)OC (trimethyl borate), CC(=O)O (AcOH), OO (H2O2), N1=CC(=CC=C1)NC(C(C)(C)C)=O (N-(pyridin-3-yl)-2,2-dimethylpropanamide), C(CCC)[Li] (n-Butyllithium). Solvent: C1CCOC1 (THF), O (H2O), C1CCOC1 (THF). Reaction conditions: temperature 0 celsius, time 3 hour. Yields the product OC1=C(C=NC=C1)NC(C(C)(C)C)=O (N-(4-hydroxypyridin-3-yl)-2,2-dimethylpropanamide). RXN SMILES: [N:1]1[CH:6]=[CH:5][CH:4]=[C:3]([NH:7][C:8](=[O:13])[C:9]([CH3:12])([CH3:11])[CH3:10])[CH:2]=1.C([Li])CCC.B(OC)(OC)[O:20]C.CC(O)=O.OO>C1COCC1.O>[OH:20][C:4]1[CH:5]=[CH:6][N:1]=[CH:2][C:3]=1[NH:7][C:8](=[O:13])[C:9]([CH3:10])([CH3:12])[CH3:11]. Procedure details: To a stirred solution of N-(pyridin-3-yl)-2,2-dimethylpropanamide (8.90 g, 50.0 mmol) in THF (200 mL) at −78° C. was added n-Butyllithium (50 mL, 125 mmol) dropwise over 30 min. After addition, the reaction mixture was warmed to 0° C. and stirred an additional 3 h. The reaction was then cooled back to −78° C. and trimethyl borate (14.2 mL, 125 mmol) in THF was added dropwise over 15 min. After addition, the reaction mixture was warmed to 0° C. and stirred an additional 2 h. Glacial AcOH (10.8 mL...